This data is from the Open Reaction Database (ORD), a public repository of structured organic reaction records. The task is: describe an organic reaction: reactants, conditions, products, and yield Starting materials: C(C)(C)(C)OC(=O)N1CCN(CC1)C1=NC=C(C=C1)C1=NC(=NC=C1)Cl (4-(2-(4-tert-butoxycarbonylpiperazin-1-yl)pyrid-5-yl)-2-chloropyrimidine), FC(C(=O)O)(F)F (trifluoroacetic acid), ClC(=O)OCC1=CC=CC=C1 (benzyl chloroformate). Solvent: ClCCl (dichloromethane), ClCCl (dichloromethane). Conditions: time 2 hour. The product is C(C1=CC=CC=C1)OC(=O)N1CCN(CC1)C1=NC=C(C=C1)C1=NC(=NC=C1)Cl (4-(2-(4-Benzyloxycarbonylpiperazin-1-yl)pyrid-5-yl)-2-chloropyrimidine). Yield: 89.9%. As a reaction SMILES: C([O:5][C:6]([N:8]1[CH2:13][CH2:12][N:11]([C:14]2[CH:19]=[CH:18][C:17]([C:20]3[CH:25]=[CH:24][N:23]=[C:22]([Cl:26])[N:21]=3)=[CH:16][N:15]=2)[CH2:10][CH2:9]1)=[O:7])(C)(C)C.FC(F)(F)C(O)=O.ClC(O[CH2:38][C:39]1[CH:44]=[CH:43][CH:42]=[CH:41][CH:40]=1)=O>ClCCl>[CH2:38]([O:5][C:6]([N:8]1[CH2:9][CH2:10][N:11]([C:14]2[CH:19]=[CH:18][C:17]([C:20]3[CH:25]=[CH:24][N:23]=[C:22]([Cl:26])[N:21]=3)=[CH:16][N:15]=2)[CH2:12][CH2:13]1)=[O:7])[C:39]1[CH:44]=[CH:43][CH:42]=[CH:41][CH:40]=1. Procedure: A solution of 4-(2-(4-tert-butoxycarbonylpiperazin-1-yl)pyrid-5-yl)-2-chloropyrimidine (8.00 g, 21.30 mmol) in dichloromethane (60 ml) was treated with trifluoroacetic acid and the resulting mixture stirred at room temperature for 2 h, then evaporated and reconcentrated four times from dichloromethane. The residue was suspended in a mixture of dichloromethane (150 ml) and saturated aqueous sodium bicarbonate (150 ml) then treated portionwise with benzyl chloroformate (4.00 g, 23.44 mmol) in dich... Procedure: 5-((3R)-3-tert-Butoxycarbonylaminomethylpyrrolidin-1-yl)pentylamine (2.0 g) was dissolved in methylene chloride (20 ml) and a solution of isopropyl isocyanate (0.69 ml) in methylene chloride was dropwise added under ice-cooling. The mixture was stirred at room temperature for 0.25 hr, and the reaction mixture was concentrated under reduced pressure to give (3R)-3-tert-butoxycarbonylaminomethyl-1-(5-(3-isopropylureido)pentyl)pyrrolidine. Conditions: time 0.25 hour. Solvent: C(Cl)Cl (methylene chloride), C(Cl)Cl (methylene chloride). Reactants: C(C)(C)(C)OC(=O)NC[C@@H]1CN(CC1)CCCCCN (5-((3R)-3-tert-Butoxycarbonylaminomethylpyrrolidin-1-yl)pentylamine), C(C)(C)N=C=O (isopropyl isocyanate). As a reaction SMILES: [C:1]([O:5][C:6]([NH:8][CH2:9][C@H:10]1[CH2:14][CH2:13][N:12]([CH2:15][CH2:16][CH2:17][CH2:18][CH2:19][NH2:20])[CH2:11]1)=[O:7])([CH3:4])([CH3:3])[CH3:2].[CH:21]([N:24]=[C:25]=[O:26])([CH3:23])[CH3:22]>C(Cl)Cl>[C:1]([O:5][C:6]([NH:8][CH2:9][C@H:10]1[CH2:14][CH2:13][N:12]([CH2:15][CH2:16][CH2:17][CH2:18][CH2:19][NH:20][C:25]([NH:24][CH:21]([CH3:23])[CH3:22])=[O:26])[CH2:11]1)=[O:7])([CH3:4])([CH3:3])[CH3:2]. Yields the product C(C)(C)(C)OC(=O)NC[C@@H]1CN(CC1)CCCCCNC(=O)NC(C)C ((3R)-3-tert-butoxycarbonylaminomethyl-1-(5-(3-isopropylureido)pentyl)pyrrolidine). The reactants are C(N)(=S)C1=CC=C(C(=O)NC(NC2=CC=C(OCC(=O)OC(C)(C)C)C=C2)=O)C=C1 (t-butyl 4-[3-(4-thiocarbamoylbenzoyl)ureido]phenoxyacetate), IC (iodomethane), CC(=O)C (acetone), resultant product, C(C)(=O)[O-].[NH4+] (ammonium acetate). The solvent is ClCCl (dichloromethane), CO (methanol). Product: C(N)(=N)C1=CC=C(C(=O)NC(NC2=CC=C(OCC(=O)OC(C)(C)C)C=C2)=O)C=C1 (t-Butyl 4-[3-(4-amidinobenzoyl)ureido]phenoxyacetate). The yield is 7.1%. Reaction SMILES: [C:1]([C:4]1[CH:30]=[CH:29][C:7]([C:8]([NH:10][C:11](=[O:28])[NH:12][C:13]2[CH:27]=[CH:26][C:16]([O:17][CH2:18][C:19]([O:21][C:22]([CH3:25])([CH3:24])[CH3:23])=[O:20])=[CH:15][CH:14]=2)=[O:9])=[CH:6][CH:5]=1)(=S)[NH2:2].IC.CC(C)=O.C([O-])(=O)C.[NH4+:41]>ClCCl.CO>[C:1]([C:4]1[CH:30]=[CH:29][C:7]([C:8]([NH:10][C:11](=[O:28])[NH:12][C:13]2[CH:27]=[CH:26][C:16]([O:17][CH2:18][C:19]([O:21][C:22]([CH3:25])([CH3:24])[CH3:23])=[O:20])=[CH:15][CH:14]=2)=[O:9])=[CH:6][CH:5]=1)(=[NH:41])[NH2:2] |f:3.4|. Procedure: In a similar manner to Example 1, t-butyl 4-[3-(4-thiocarbamoylbenzoyl)ureido]phenoxyacetate (4.4 g) was reacted with iodomethane (25 ml) and acetone (450 ml) and the resultant product was treated with ammonium acetate (10 g), methanol (400 ml) and dichloromethane (100 ml) at ambient temperature. This yielded a crude yellow solid (1.2 g), which was triturated with methanol, collected, washed with methanol and then stirred with 50% aqueous acetic acid solution (15 ml). Any solid material was filt... As a reaction SMILES: [C:1]1([CH:7]2[CH2:12][CH2:11][C:10](=[O:13])[CH2:9][CH2:8]2)[CH:6]=[CH:5][CH:4]=[CH:3][CH:2]=1.[C:14]1([Se]Cl)C=CC=CC=1.OO>>[CH3:14][CH:8]1[CH:7]([C:1]2[CH:6]=[CH:5][CH:4]=[CH:3][CH:2]=2)[CH2:12][CH2:11][C:10](=[O:13])[CH2:9]1.[C:1]1([CH:7]2[CH2:12][CH2:11][C:10](=[O:13])[CH:9]=[CH:8]2)[CH:6]=[CH:5][CH:4]=[CH:3][CH:2]=1. Procedure: The intermediate 3-methyl-4-phenylcyclohexanone is prepared, first by the reaction of 4-phenylcyclohexanone with phenylselenenyl chloride and aqueous 30% hydrogen peroxide, yielding 4-phenyl-2-cyclohexenone, and then the reaction of the cyclohexenone with 1.4M methyllithium and aqueous ammonium chloride, affording 3-methyl-4-phenylcyclohexanone. The cyclohexanone is then reacted with cyanoguanidine as previously described. Example 15 provides a detailed description of how this reaction is conduc... Starting materials: C1(=CC=CC=C1)C1CCC(CC1)=O (4-phenylcyclohexanone), C1(=CC=CC=C1)[Se]Cl (phenylselenenyl chloride), OO (hydrogen peroxide). Product: CC1CC(CCC1C1=CC=CC=C1)=O (3-methyl-4-phenylcyclohexanone), C1(=CC=CC=C1)C1C=CC(CC1)=O (4-phenyl-2-cyclohexenone). Starting materials: COC1=NC=C(C=C1)NC(=O)C1CC1 (N-(2-Methoxy-5-pyridyl)-cyclopropane carboxamide), C(CCCCCCCCCCC)(=O)O (dodecanoic acid). The solvent is CC(=O)C (acetone). Product: C(CCCCCCCCCCC)(=O)O.COC1=NC=C(C=C1)NC(=O)C1CC1 (N-(2-Methoxy-5-pyridyl)-cyclopropane carboxamide dodecanoic acid salt). Reaction SMILES: [CH3:1][O:2][C:3]1[CH:8]=[CH:7][C:6]([NH:9][C:10]([CH:12]2[CH2:14][CH2:13]2)=[O:11])=[CH:5][N:4]=1.[C:15]([OH:28])(=[O:27])[CH2:16][CH2:17][CH2:18][CH2:19][CH2:20][CH2:21][CH2:22][CH2:23][CH2:24][CH2:25][CH3:26]>CC(C)=O>[C:15]([OH:28])(=[O:27])[CH2:16][CH2:17][CH2:18][CH2:19][CH2:20][CH2:21][CH2:22][CH2:23][CH2:24][CH2:25][CH3:26].[CH3:1][O:2][C:3]1[CH:8]=[CH:7][C:6]([NH:9][C:10]([CH:12]2[CH2:14][CH2:13]2)=[O:11])=[CH:5][N:4]=1 |f:3.4|. Reported procedure: Three grams (0.016 mole) of the compound of Example 1 was dissolved in 100 ml of acetone in a 300 ml, one-neck, round-bottom flask by swirling. 3.2 g (0.016 mole) dodecanoic acid was added which went into solution. The resulting solution was evaporated on a rotary evaporator, yielding 6.2 g, of a white solid having a melting point of 92°-96° C., which was identified by nuclear magnetic resonance spectroscopy as the title compound. This compound will be known as Compound 7. Starting materials: CCOCC (Ether), [F-].[K+] (KF), BrC1=CC=C(C(C=O)=C1)OC (5-bromo-o-anisaldehyde), tetrakis (triphenylphosphine)palladium, 2,6-t-butyl4-methylphenol, C(CCC)[Sn](C(=C)C)(CCCC)CCCC (Tri-n-butyl-isopropenyltin). Solvent: C1(=CC=CC=C1)C (toluene), C1(=CC=CC=C1)C (toluene). Reaction conditions: time 3 hour. Yields the product C(=C)(C)C1=CC=C(C(C=O)=C1)OC (5-isopropenyl-o-anis-aldehyde). Reaction SMILES: [CH2:1]([Sn](CCCC)(CCCC)C(C)=C)[CH2:2][CH2:3]C.Br[C:18]1[CH:25]=[C:22]([CH:23]=[O:24])[C:21]([O:26][CH3:27])=[CH:20][CH:19]=1.CCOCC.[F-].[K+]>C1(C)C=CC=CC=1>[C:2]([C:18]1[CH:25]=[C:22]([CH:23]=[O:24])[C:21]([O:26][CH3:27])=[CH:20][CH:19]=1)([CH3:3])=[CH2:1] |f:3.4|. Reported procedure: Tri-n-butyl-isopropenyltin (12.1 g, 36.6 mmol) dissolved in toluene (10 ml) was added to a mixture of 5-bromo-o-anisaldehyde (6.00 g, 27.9 mmol), tetrakis (triphenylphosphine)palladium (1.21 g, 1.05 mmol), and 2,6-t-butyl4-methylphenol (10 mg) in toluene (50 ml) under nitrogen at room temperature. This mixture was heated at reflux for 7 hr. Ether and aq. KF solution (80 ml) were added to the reaction mixture, and the resulting solution was stirred for 3 hr. Insoluble materials were removed by fi...